From a dataset of the Open Reaction Database (ORD), a public repository of structured organic reaction records. describe an organic reaction: reactants, conditions, products, and yield Starting materials: C(C=C)C1=CC=C(S1)C=1SC=CC1 (5-allyl-2,2′-bithiophene), Cl[SiH](Cl)Cl (trichlorosilane). Reagents/catalysts: [Pt] (Platinum). Run in C1(=CC=CC=C1)C (toluene). Product: Cl[Si](CCCC1=CC=C(S1)C=1SC=CC1)(Cl)Cl (5-(3-Trichlorosilylpropyl)-2,2′-bithiophene). RXN SMILES: [CH2:1]([C:4]1[S:8][C:7]([C:9]2[S:10][CH:11]=[CH:12][CH:13]=2)=[CH:6][CH:5]=1)[CH:2]=[CH2:3].[Cl:14][SiH:15]([Cl:17])[Cl:16]>[Pt].C1(C)C=CC=CC=1>[Cl:14][Si:15]([Cl:17])([Cl:16])[CH2:3][CH2:2][CH2:1][C:4]1[S:8][C:7]([C:9]2[S:10][CH:11]=[CH:12][CH:13]=2)=[CH:6][CH:5]=1. Procedure: The hydrosilylation reaction of Example 1 was repeated using 18.7 g of 5-allyl-2,2′-bithiophene in place of 2-allylthiophene, 10 g of anhydrous toluene, 20 g of trichlorosilane, and 150 mg of Platinum Catalyst. 5-(3-Trichlorosilylpropyl)-2,2′-bithiophene was obtained as a colorless liquid: 1H NMR (CDCl3) δ 7.20 (dd, 1H, J=5.1, 1.2 Hz); 7.14 (dd, 1H, J=3.6, 0.9 Hz); 7.02 (m, 2H); 6.74 (d, 1H, J=3.6 Hz); 2.93 (t, 2H, J=7.2 Hz); 1.99 (m, 2H); 1.49 (m, 2H). Reactants: O.NN (hydrazine hydrate), mixture, mixture, CC=1N=CSC1CCN1C(C2=CC=CC=C2C1=O)=O (2-[2-(4-methylthiazol-5-yl)ethyl]isoindol-1,3-dione), Cl (hydrochloric acid), C(C)(C)(C)C1=CC=C(CN=C=S)C=C1 (4-t-butylbenzylisothiocyanate). Solvent: CN(C=O)C (dimethylformamide), ClCCl (dichloromethane), C(C)N(CC)CC (triethylamine), CO (methanol), O1CCCC1 (tetrahydrofuran). Conditions: time 20 hour. Yields the product C(C)(C)(C)C1=CC=C(CNC(=S)NCCC2=C(N=CS2)C)C=C1 (1-(4-t-butylbenzyl)-3-[2-(4-methylthiazol-5-yl)ethyl]thiourea). The yield is 20.7%. As a reaction SMILES: [CH3:1][C:2]1[N:3]=[CH:4][S:5][C:6]=1[CH2:7][CH2:8][N:9]1C(=O)C2C(=CC=CC=2)C1=O.O.NN.Cl.[C:24]([C:28]1[CH:37]=[CH:36][C:31]([CH2:32][N:33]=[C:34]=[S:35])=[CH:30][CH:29]=1)([CH3:27])([CH3:26])[CH3:25]>CO.O1CCCC1.CN(C)C=O.ClCCl.C(N(CC)CC)C>[C:24]([C:28]1[CH:37]=[CH:36][C:31]([CH2:32][NH:33][C:34]([NH:9][CH2:8][CH2:7][C:6]2[S:5][CH:4]=[N:3][C:2]=2[CH3:1])=[S:35])=[CH:30][CH:29]=1)([CH3:27])([CH3:25])[CH3:26] |f:1.2|. Procedure: 2-[2-(4-methylthiazol-5-yl)ethyl]isoindol-1,3-dione (3 g) was dissolved in a mixture of methanol (10 ml) and tetrahydrofuran (10 ml) and to the solution was added dropwise hydrazine hydrate (610 mg), followed by stirring for 20 hours. To the obtained solution was added 2 N aqueous hydrochloric acid solution (6 ml), and the mixture was stirred for 3 hours and concentrated under reduced pressure to obtain reaction mixture (3.5 g) as a yellow solid. The obtained mixture (140 mg) was dissolved in di... Run in C(Cl)Cl (CH2Cl2). Product: NCC(C)(C)C1=CC=C(C(=O)NCCC=2C=C3C(=CNC3=CC2)C(N)=N)C=C1 (4-(2-Amino-1,1-dimethylethyl)-N-(2-[3-carbamimidoylindol-5-yl]ethyl)benzamide). Reaction conditions: time 6 hour. Reaction SMILES: C(OC([NH:8][CH2:9][C:10]([C:13]1[CH:49]=[CH:48][C:16]([C:17]([NH:19][CH2:20][CH2:21][C:22]2[CH:23]=[C:24]3[C:28](=[CH:29][CH:30]=2)[N:27](C(OC(C)(C)C)=O)[CH:26]=[C:25]3[C:38](=[NH:47])[NH:39]C(OC(C)(C)C)=O)=[O:18])=[CH:15][CH:14]=1)([CH3:12])[CH3:11])=O)(C)(C)C>C(Cl)Cl>[NH2:8][CH2:9][C:10]([C:13]1[CH:14]=[CH:15][C:16]([C:17]([NH:19][CH2:20][CH2:21][C:22]2[CH:23]=[C:24]3[C:28](=[CH:29][CH:30]=2)[NH:27][CH:26]=[C:25]3[C:38](=[NH:39])[NH2:47])=[O:18])=[CH:48][CH:49]=1)([CH3:12])[CH3:11]. Starting materials: C(C)(C)(C)OC(=O)NCC(C)(C)C1=CC=C(C(=O)NCCC=2C=C3C(=CN(C3=CC2)C(=O)OC(C)(C)C)C(NC(=O)OC(C)(C)C)=N)C=C1 (4-(2-[tert-Butoxycarbonylamino]-1,1-dimethylethyl)-N-(2-[1-tert-butoxycarbonyl-3-tert-butoxycarbonylcarbamimidoylindol-5-yl]ethyl)benzamide). Reported procedure: To a solution of 4-(2-[tert-Butoxycarbonylamino]-1,1-dimethylethyl)-N-(2-[1-tert-butoxycarbonyl-3-tert-butoxycarbonylcarbamimidoylindol-5-yl]ethyl)benzamide (0.092 g, 0.14 mmol, reference example 1aaal) in CH2Cl2 (8 mL) is added distilled water (0.1 mL) and trifluoroacetic acid (2 mL). After stirring six hours, the reaction mixture is concentrated and then placed under high vacuum to give a quantitative yield of the title compound as a white solid (m.p. 67-70° C). 1H NMR (D2O): δ 1.29 (6H, s), 2... Starting materials: N=1C(=CN2C1C=CC=C2)CO (imidazo[1,2-a]-pyridin-2-ylmethanol), N(=NC(=O)N1CCCCC1)C(=O)N1CCCCC1 (1,1'-(azodicarbonyl)dipiperidine), OC1=CC=C(CC2C(N(C(S2)=O)C(C2=CC=CC=C2)(C2=CC=CC=C2)C2=CC=CC=C2)=O)C=C1 (5-(4-hydroxybenzyl)-3-triphenylmethylthiazolidine-2,4-dione), C(CCC)P(CCCC)CCCC (tributylphosphine). Solvent: C1=CC=CC=C1 (benzene). Yields the product N=1C(=CN2C1C=CC=C2)COC2=CC=C(CC1C(N(C(S1)=O)C(C1=CC=CC=C1)(C1=CC=CC=C1)C1=CC=CC=C1)=O)C=C2 (5-{4-(Imidazo[1,2-a]pyridin-2-ylmethoxy)benzyl}-3-triphenylmethylthiazolidine-2,4-dione). Isolated yield 83.8%. Reaction SMILES: [N:1]1[C:2]([CH2:10][OH:11])=[CH:3][N:4]2[CH:9]=[CH:8][CH:7]=[CH:6][C:5]=12.O[C:13]1[CH:45]=[CH:44][C:16]([CH2:17][CH:18]2[S:22][C:21](=[O:23])[N:20]([C:24]([C:37]3[CH:42]=[CH:41][CH:40]=[CH:39][CH:38]=3)([C:31]3[CH:36]=[CH:35][CH:34]=[CH:33][CH:32]=3)[C:25]3[CH:30]=[CH:29][CH:28]=[CH:27][CH:26]=3)[C:19]2=[O:43])=[CH:15][CH:14]=1.C(P(CCCC)CCCC)CCC.N(C(N1CCCCC1)=O)=NC(N1CCCCC1)=O>C1C=CC=CC=1>[N:1]1[C:2]([CH2:10][O:11][C:13]2[CH:45]=[CH:44][C:16]([CH2:17][CH:18]3[S:22][C:21](=[O:23])[N:20]([C:24]([C:37]4[CH:42]=[CH:41][CH:40]=[CH:39][CH:38]=4)([C:31]4[CH:32]=[CH:33][CH:34]=[CH:35][CH:36]=4)[C:25]4[CH:30]=[CH:29][CH:28]=[CH:27][CH:26]=4)[C:19]3=[O:43])=[CH:15][CH:14]=2)=[CH:3][N:4]2[CH:9]=[CH:8][CH:7]=[CH:6][C:5]=12. Procedure: A procedure similar to that described in Preparation 4 was repeated, except that 920 mg of imidazo[1,2-a]-pyridin-2-ylmethanol (prepared as described in Preparation 20), 2.9 g of 5-(4-hydroxybenzyl)-3-triphenylmethylthiazolidine-2,4-dione, 1.4 g of tributylphosphine, 1.65 g of 1,1'-(azodicarbonyl)dipiperidine and 60 ml of benzene were used, to give 3.1 g of the title compound having Rf=0.71 (on silica gel thin layer chromatography using a 10:1 by volume mixture of ethyl acetate and ethanol as th... Reactants: BrC=1C=CC(=C(C1)CO)C ((5-Bromo-2-methyl-phenyl)-methanol). Reagents/catalysts: [O-2].[O-2].[Mn+4] (manganese dioxide). Solvent: O1CCOCC1 (dioxane). Conditions: temperature 80 celsius, time 3 hour. The product is BrC=1C=CC(=C(C=O)C1)C (5-Bromo-2-methyl-benzaldehyde). As a reaction SMILES: [Br:1][C:2]1[CH:3]=[CH:4][C:5]([CH3:10])=[C:6]([CH2:8][OH:9])[CH:7]=1>O1CCOCC1.[O-2].[O-2].[Mn+4]>[Br:1][C:2]1[CH:3]=[CH:4][C:5]([CH3:10])=[C:6]([CH:7]=1)[CH:8]=[O:9] |f:2.3.4|. Reported procedure: To a solution of INT 29 (19.3 g, 96 mmol) in dioxane (800 mL) was added manganese dioxide (50.2 g, 577 mmol). The reaction mixture was stirred at 80° C. for 3 h. The mixture was filtered over Celite and the filtrate was concentrated to give INT 30.